This data is from the Open Reaction Database (ORD), a public repository of structured organic reaction records. The task is: describe an organic reaction: reactants, conditions, products, and yield Reactants: Cc1ccc(-c2ccc3c(c2)C=C(C(=O)Nc2ccc(CN4CCCCC4)cc2)CCC3)cc1, CI, CN(C)C=O. Yields the product Cc1ccc(-c2ccc3c(c2)C=C(C(=O)Nc2ccc(C[N+]4(C)CCCCC4)cc2)CCC3)cc1, [I-]. RXN SMILES: [CH3:1][c:2]1[cH:3][cH:4][c:5](-[c:8]2[cH:9][cH:10][c:11]3[c:12]([cH:34]2)[CH:13]=[C:14]([C:18](=[O:19])[NH:20][c:21]2[cH:22][cH:23][c:24]([CH2:27][N:28]4[CH2:29][CH2:30][CH2:31][CH2:32][CH2:33]4)[cH:25][cH:26]2)[CH2:15][CH2:16][CH2:17]3)[cH:6][cH:7]1.[CH3:35][I:36].[CH3:37][N:38]([CH3:39])[CH:40]=[O:41]>>[CH3:1][c:2]1[cH:3][cH:4][c:5](-[c:8]2[cH:9][cH:10][c:11]3[c:12]([cH:34]2)[CH:13]=[C:14]([C:18](=[O:19])[NH:20][c:21]2[cH:22][cH:23][c:24]([CH2:27][N+:28]4([CH3:35])[CH2:29][CH2:30][CH2:31][CH2:32][CH2:33]4)[cH:25][cH:26]2)[CH2:15][CH2:16][CH2:17]3)[cH:6][cH:7]1.[I-:36]. Reactants: O=C(c1ccccc1O)c1ccccc1Br, [C-]#N. Yields the product N#Cc1ccccc1C(=O)c1ccccc1O. Reaction SMILES: [Br:1][c:2]1[c:3]([C:8](=[O:9])[c:10]2[c:11]([OH:16])[cH:12][cH:13][cH:14][cH:15]2)[cH:4][cH:5][cH:6][cH:7]1.[C-:17]#[N:18]>>[c:2]1([C:17]#[N:18])[c:3]([C:8](=[O:9])[c:10]2[c:11]([OH:16])[cH:12][cH:13][cH:14][cH:15]2)[cH:4][cH:5][cH:6][cH:7]1.